Dataset: the Open Reaction Database (ORD), a public repository of structured organic reaction records. Task: describe an organic reaction: reactants, conditions, products, and yield The reactants are COC(=O)Cl (methylchloroformate), CC1(C=2C=CC(=CC2C(CC1)(C)C)C#CC(=O)OCC)C (ethyl 3-(5,6,7,8-tetrahydro-5,5,8,8-tetramethyl-naphth-2-yl)propiolate), CC1(C=2C=CC(=CC2C(CC1)(C)C)C#CC(=O)OCC)C (ethyl 3-(5,6,7,8-tetrahydro-5,5,8,8-tetramethyl-naphth-2-yl)propiolate), C(CCC)[Li] (n-butyllithium), CC1(CCOC2=CC=C(C=C12)C#C)C ([4,4-dimethyl-chroman-6-yl]ethyne). The product is CC1(CCOC2=CC=C(C=C12)C#CC(=O)OC)C (Methyl 3-(4,4-dimethyl-chroman-6-yl)propiolate). RXN SMILES: CC1(C)[CH2:11][CH2:10][C:9]([CH3:13])([CH3:12])[C:8]2[CH:7]=[C:6]([C:14]#[C:15][C:16]([O:18][CH2:19]C)=[O:17])[CH:5]=[CH:4][C:3]1=2.CC1(C)C2C(=CC=C(C#C)C=2)[O:26]CC1.COC(Cl)=O.C([Li])CCC>>[CH3:12][C:9]1([CH3:13])[C:8]2[C:3](=[CH:4][CH:5]=[C:6]([C:14]#[C:15][C:16]([O:18][CH3:19])=[O:17])[CH:7]=2)[O:26][CH2:11][CH2:10]1. Procedure: Employing the same general procedure as used for the preparation of ethyl 3-[5,5,8,8,-tetramethyl-5,6,7,8-tetrahydro-naphth-2-yl]propiolate (Compound A) but instead using 1.86 g (10 mmols) of [4,4-dimethyl-chroman-6-yl]ethyne, 2 g (21.3 mmols) of methylchloroformate and 11 mmols of n-butyllithium the title compound was obtained as a yellow solid. The reactants are N1CCC(CC1)N1C(NC2=C(C1C1=CC=CC=C1)C=NC=C2)=O (3-(piperidin-4-yl)-4-phenyl-2-oxo-1,2,3,4-tetrahydropyrido[4,3-d]pyrimidine), Cl.C(C)O (HCl ethanol), S1C=C(C=C1)C=O (3-thiophenecarboxaldehyde), C(#N)[BH3-].[Na+] (sodium cyanoborohydride). The solvent is CO (methanol). Reaction conditions: time 10 hour. Product: S1C=C(C=C1)CN1CCC(CC1)N1C(NC2=C(C1C1=CC=CC=C1)C=NC=C2)=O (3-[1-(3-thienylmethyl)piperidin-4-yl]-4-phenyl-2-oxo -1,2,3,4-tetrahydropyrido[4,3-d]pyrimidine). Isolated yield 84.0%. RXN SMILES: [NH:1]1[CH2:6][CH2:5][CH:4]([N:7]2[CH:12]([C:13]3[CH:18]=[CH:17][CH:16]=[CH:15][CH:14]=3)[C:11]3[CH:19]=[N:20][CH:21]=[CH:22][C:10]=3[NH:9][C:8]2=[O:23])[CH2:3][CH2:2]1.Cl.C(O)C.[S:28]1[CH:32]=[CH:31][C:30]([CH:33]=O)=[CH:29]1.C([BH3-])#N.[Na+]>CO>[S:28]1[CH:32]=[CH:31][C:30]([CH2:33][N:1]2[CH2:2][CH2:3][CH:4]([N:7]3[CH:12]([C:13]4[CH:18]=[CH:17][CH:16]=[CH:15][CH:14]=4)[C:11]4[CH:19]=[N:20][CH:21]=[CH:22][C:10]=4[NH:9][C:8]3=[O:23])[CH2:5][CH2:6]2)=[CH:29]1 |f:1.2,4.5|. Procedure details: To a solution of 500 mg (1.62 mmol) of 3-(piperidin-4-yl)-4-phenyl-2-oxo-1,2,3,4-tetrahydropyrido[4,3-d]pyrimidine in 30 mL of methanol were added 1,200 mg of 10% HCl/ethanol solution, 727 mg (6.48 mmol) of 3-thiophenecarboxaldehyde and 407 mg (6.48 mmol) of sodium cyanoborohydride under ice-cooling, and the mixture was stirred for 10 hours at ambient temperature. Then, the reaction mixture was concentrated in vacuo, and water was added to the residue. The mixture was adjusted to pH 10 and extra... Starting materials: C(C=C)(=O)NC=1C=C(C=CC1)N1C(C=C(C2=C1N=C(N=C2)NC2=C(C=C(C=C2)N2CCN(CC2)C(=O)OC(C)(C)C)OC)C)=O (tert-butyl 4-(4-((8-(3-acrylamidophenyl)-5-methyl-7-oxo-7,8-dihydropyrido[2,3-d]pyrimidin-2-yl)amino)-3-methoxyphenyl)piperazine-1-carboxylate), C(Cl)Cl (DCM), C(=O)(C(F)(F)F)O (TFA), C(=O)(C(F)(F)F)O.CC#N (TFA CH3CN). Run in C(=O)(C(F)(F)F)O.O (TFA water). Reaction conditions: time 30 minute. Yields the product COC1=C(C=CC(=C1)N1CCNCC1)NC=1N=CC2=C(N1)N(C(C=C2C)=O)C=2C=C(C=CC2)NC(C=C)=O (N-(3-(2-((2-methoxy-4-(piperazin-1-yl)phenyl)amino)-5-methyl-7-oxopyrido[2,3-d]pyrimidin-8(7H)-yl)phenyl)acrylamide). RXN SMILES: [C:1]([NH:5][C:6]1[CH:7]=[C:8]([N:12]2[C:17]3[N:18]=[C:19]([NH:22][C:23]4[CH:28]=[CH:27][C:26]([N:29]5[CH2:34][CH2:33][N:32](C(OC(C)(C)C)=O)[CH2:31][CH2:30]5)=[CH:25][C:24]=4[O:42][CH3:43])[N:20]=[CH:21][C:16]=3[C:15]([CH3:44])=[CH:14][C:13]2=[O:45])[CH:9]=[CH:10][CH:11]=1)(=[O:4])[CH:2]=[CH2:3].C(Cl)Cl.C(O)(C(F)(F)F)=O.C(O)(C(F)(F)F)=O.CC#N>C(O)(C(F)(F)F)=O.O>[CH3:43][O:42][C:24]1[CH:25]=[C:26]([N:29]2[CH2:30][CH2:31][NH:32][CH2:33][CH2:34]2)[CH:27]=[CH:28][C:23]=1[NH:22][C:19]1[N:20]=[CH:21][C:16]2[C:15]([CH3:44])=[CH:14][C:13](=[O:45])[N:12]([C:8]3[CH:7]=[C:6]([NH:5][C:1](=[O:4])[CH:2]=[CH2:3])[CH:11]=[CH:10][CH:9]=3)[C:17]=2[N:18]=1 |f:3.4,5.6|. Procedure details: Crude tert-butyl 4-(4-((8-(3-acrylamidophenyl)-5-methyl-7-oxo-7,8-dihydropyrido[2,3-d]pyrimidin-2-yl)amino)-3-methoxyphenyl)piperazine-1-carboxylate (18b) from the previous step was treated with DCM (5 mL) and TFA (5.0 mL, 64.9 mmol) and allowed to stir at RT for 30 min. The reaction mixture was concentrated and purified on the on an ISCO Combiflash RF (24 g Redisep Gold column, using a gradient of 5-20% 2 M NH3/MeOH in DCM) affording enriched product. It was repurifed on a Gilson (Gemini Phenom...